This data is from the Open Reaction Database (ORD), a public repository of structured organic reaction records. The task is: describe an organic reaction: reactants, conditions, products, and yield Product: N1[C@@H](C(=O)N[C@@H](CC2=CC=CC=C2)C(=O)N[C@@H](CC2=CC=CC=C2)C(=O)NCC(=O)N[C@@H](CC(C)C)C(=O)N[C@@H](CCSC)C(=O)N)CCC1 (HDPro-Phe-Phe-Gly-Leu-MetNH2). Run in C(C)(=O)O (acetic acid). RXN SMILES: [N:1]1(C(OC(C)(C)C)=O)[CH2:50][CH2:49][CH2:48][C@@H:2]1[C:3]([NH:5][C@H:6]([C:14]([NH:16][C@H:17]([C:25]([NH:27][CH2:28][C:29]([NH:31][C@H:32]([C:37]([NH:39][C@H:40]([C:45]([NH2:47])=[O:46])[CH2:41][CH2:42][S:43][CH3:44])=[O:38])[CH2:33][CH:34]([CH3:36])[CH3:35])=[O:30])=[O:26])[CH2:18][C:19]1[CH:24]=[CH:23][CH:22]=[CH:21][CH:20]=1)=[O:15])[CH2:7][C:8]1[CH:13]=[CH:12][CH:11]=[CH:10][CH:9]=1)=[O:4].Cl>C(O)(=O)C>[NH:1]1[CH2:50][CH2:49][CH2:48][C@@H:2]1[C:3]([NH:5][C@H:6]([C:14]([NH:16][C@H:17]([C:25]([NH:27][CH2:28][C:29]([NH:31][C@H:32]([C:37]([NH:39][C@H:40]([C:45]([NH2:47])=[O:46])[CH2:41][CH2:42][S:43][CH3:44])=[O:38])[CH2:33][CH:34]([CH3:35])[CH3:36])=[O:30])=[O:26])[CH2:18][C:19]1[CH:24]=[CH:23][CH:22]=[CH:21][CH:20]=1)=[O:15])[CH2:7][C:8]1[CH:9]=[CH:10][CH:11]=[CH:12][CH:13]=1)=[O:4]. The reactants are N1([C@@H](C(=O)N[C@@H](CC2=CC=CC=C2)C(=O)N[C@@H](CC2=CC=CC=C2)C(=O)NCC(=O)N[C@@H](CC(C)C)C(=O)N[C@@H](CCSC)C(=O)N)CCC1)C(=O)OC(C)(C)C (BocDPro-Phe-Phe-Gly-Leu-MetNH2), Cl (hydrogen chloride). Procedure details: Condensation of BocDPro-Phe-PheNHNH2 (0.932 g.) and HGly-Leu-MetNH2 hydrochloride salt (Example 7, 0.630 g.) by the acyl azide method (Yajima et al., Chem. Pharm. Bull., vol. 19, p. 1900, 1971) gave BocDPro-Phe-Phe-Gly-Leu-MetNH2 in 58% yield. De-t-butoxycarbonylation of BocDPro-Phe-Phe-Gly-Leu-MetNH2 (0.838 g.) using hydrogen chloride in acetic acid gave HDPro-Phe-Phe-Gly-Leu-MetNH2, which was isolated as the amorphous white solid phosphate (1:1) salt sesquihydrate in 72% yield. Reactants: [Na+].CN1C(C[C@H](C1)SC=1[C@@H]([C@H]2N(C1C(=O)[O-])C([C@@H]2[C@@H](C)O)=O)C)=S ((1R, 5S, 6S)-2-[(4R)-N-methylpyrrolidine-2-thion-4ylthio]-6-[(1R)-1-hydroxyethyl]-1-methylcarbapen-2-em-3-carboxylic acid sodium salt), P(=O)([O-])([O-])[O-] (phosphate), C([O-])([O-])=O.[K+].[K+] (potassium carbonate), C(C)(=O)OCI (acetoxymethyl iodide). The solvent is CN(C=O)C (N,N-dimethylformamide). Reaction conditions: time 1 hour. Yields the product C(C)(=O)OCOC(=O)C1=C([C@@H]([C@H]2N1C([C@@H]2[C@@H](C)O)=O)C)S[C@@H]2CC(N(C2)C)=S ((1R, 5S, 6S)-2-[(4R)-N-methylpyrrolidine-2-thion-4-ylthio]-6-[(1R)-1-hydroxyethyl]-1-methylcarbapen-2-em-3-carboxylic acid acetoxymethyl ester). Yield: 55.2%. As a reaction SMILES: [Na+].[CH3:2][N:3]1[CH2:7][C@H:6]([S:8][C:9]2[C@H:10]([CH3:23])[C@@H:11]3[C@@H:18]([C@H:19]([OH:21])[CH3:20])[C:17](=[O:22])[N:12]3[C:13]=2[C:14]([O-:16])=[O:15])[CH2:5][C:4]1=[S:24].C(=O)([O-])[O-].[K+].[K+].[C:31]([O:34][CH2:35]I)(=[O:33])[CH3:32].P([O-])([O-])([O-])=O>CN(C)C=O>[C:31]([O:34][CH2:35][O:15][C:14]([C:13]1[N:12]2[C:17](=[O:22])[C@H:18]([C@H:19]([OH:21])[CH3:20])[C@H:11]2[C@@H:10]([CH3:23])[C:9]=1[S:8][C@H:6]1[CH2:7][N:3]([CH3:2])[C:4](=[S:24])[CH2:5]1)=[O:16])(=[O:33])[CH3:32] |f:0.1,2.3.4|. Reported procedure: (1R, 5S, 6S)-2-[(4R)-N-methylpyrrolidine-2-thion-4ylthio]-6-[(1R)-1-hydroxyethyl]-1-methylcarbapen-2-em-3-carboxylic acid sodium salt (400 mg) is suspended in N,N-dimethylformamide (5 ml), and thereto is added potassium carbonate (146 mg). To the mixture is added acetoxymethyl iodide (275 mg) at 5°-7° C., and the mixture is stirred at the same temperature for one hour. The reaction mixture is poured into phosphate buffer (pH 7.0) and extracted with ethyl acetate. The organic layer is washed with... Product: CNC(=O)C12CC1C(n1cnc3c(NCc4cccc(C#CCCCCCc5cn(-c6ccc(F)c(N)c6)nn5)c4)nc(Cl)nc31)C(O)C2O. The reactants are CNC(=O)C12CC1C(n1cnc3c(NCc4cccc(C#CCCCCCc5cn(-c6ccc(F)c([N+](=O)[O-])c6)nn5)c4)nc(Cl)nc31)C(O)C2O, CNC(=O)C12CC1C(n1cnc3c(NCc4cccc(C#CCCCc5cn(-c6ccc(F)c(N)c6)nn5)c4)nc(Cl)nc31)C(O)C2O. As a reaction SMILES: [CH3:1][NH:2][C:3](=[O:4])[C:5]12[CH:6]([OH:52])[CH:7]([OH:51])[CH:8]([n:11]3[c:12]4[n:13][c:14]([Cl:50])[n:15][c:16]([NH:20][CH2:21][c:22]5[cH:23][c:24]([C:28]#[C:29][CH2:30][CH2:31][CH2:32][CH2:33][CH2:34][c:35]6[n:36][n:37][n:38](-[c:40]7[cH:41][c:42]([N+:47]([O-:48])=[O:49])[c:43]([F:46])[cH:44][cH:45]7)[cH:39]6)[cH:25][cH:26][cH:27]5)[c:17]4[n:18][cH:19]3)[CH:9]1[CH2:10]2.[CH3:53][NH:54][C:55]([C:56]12[CH2:57][CH:58]1[CH:59]([n:60]1[cH:61][n:62][c:63]3[c:64]1[n:65][c:66]([Cl:67])[n:68][c:69]3[NH:70][CH2:71][c:72]1[cH:73][cH:74][cH:75][c:76]([C:77]#[C:78][CH2:79][CH2:80][CH2:81][c:82]3[n:83][n:84][n:85](-[c:86]4[cH:87][cH:88][c:89]([F:90])[c:91]([NH2:92])[cH:93]4)[cH:94]3)[cH:95]1)[CH:96]([OH:97])[CH:98]2[OH:99])=[O:100]>>[CH3:1][NH:2][C:3](=[O:4])[C:5]12[CH:6]([OH:52])[CH:7]([OH:51])[CH:8]([n:11]3[c:12]4[n:13][c:14]([Cl:50])[n:15][c:16]([NH:20][CH2:21][c:22]5[cH:23][c:24]([C:28]#[C:29][CH2:30][CH2:31][CH2:32][CH2:33][CH2:34][c:35]6[n:36][n:37][n:38](-[c:40]7[cH:41][c:42]([NH2:47])[c:43]([F:46])[cH:44][cH:45]7)[cH:39]6)[cH:25][cH:26][cH:27]5)[c:17]4[n:18][cH:19]3)[CH:9]1[CH2:10]2. The reactants are ClC1=CC=C(C=N1)C(=O)O (6-Chloro-3-pyridinecarboxylic acid), NC1=CC=CC=C1 (aniline). The solvent is C=1(C(=CC=CC1)C)C (xylene). The product is C1(=CC=CC=C1)NC(=O)C=1C=NC(=CC1)NC1=CC=CC=C1 (N-phenyl-6-(phenylamino)-3-pyridinecarboxamide). Yield: 48.4%. RXN SMILES: Cl[C:2]1[N:7]=[CH:6][C:5]([C:8]([OH:10])=O)=[CH:4][CH:3]=1.[NH2:11][C:12]1[CH:17]=[CH:16][CH:15]=[CH:14][CH:13]=1>C1(C)C(C)=CC=CC=1>[C:12]1([NH:11][C:8]([C:5]2[CH:6]=[N:7][C:2]([NH:11][C:12]3[CH:17]=[CH:16][CH:15]=[CH:14][CH:13]=3)=[CH:3][CH:4]=2)=[O:10])[CH:17]=[CH:16][CH:15]=[CH:14][CH:13]=1. Procedure: 6-Chloro-3-pyridinecarboxylic acid (15.76 g, 0.1 mole) and aniline (9.3 g, 0.1 mole) were heated together in 50 mL xylene at 180°-185° C. (oil bath) for 3 hours. After cooling, the solid that formed was filtered and washed with Et2O. The solid was triturated with NaHCO3 solution (pH 8), then filtered to give 7.0 g (24%) of N-phenyl-6-(phenylamino)-3-pyridinecarboxamide. The aqueous NaHCO3 solution was carefully neutralized with glacial HOAc (pH 6), and the solid that precipitated was filtered an... Reactants: CCOC(=O)CCC1(CCC(=O)OCC)CCC1, CC(=O)O, [H-], [Na+], C1CCOC1. Yields the product CCOC(=O)C1CC2(CCC2)CCC1=O. RXN SMILES: [CH2:1]([O:2][C:4]([CH2:5][CH2:6][C:7]1([CH2:11][CH2:12][C:13](=[O:14])[O:15][CH2:16][CH3:17])[CH2:8][CH2:9][CH2:10]1)=[O:18])[CH3:3].[CH3:21][C:22](=[O:23])[OH:24].[H-:19].[Na+:20].[O:25]1[CH2:26][CH2:27][CH2:28][CH2:29]1>>[C:4]1(=[O:18])[CH2:5][CH2:6][C:7]2([CH2:8][CH2:9][CH2:10]2)[CH2:11][CH:12]1[C:13](=[O:14])[O:15][CH2:16][CH3:17]. Yields the product Cl.Cl.ClC1=C(C(=CC(=C1)C1=NC2=C(C(=CN=C2C=C1)S(=O)(=O)C)NC1=CC=C(C=C1)CN(C)C)OC)O (2-Chloro-4-(8-{4-[(dimethylamino)methyl]phenylamino}-7-(methylsulfonyl)-1,5-naphthyridin-2-yl)-6-methoxyphenol dihydrochloride). The yield is 71.5%. Reactants: ClC=1N=C2C(=C(C=NC2=CC1)S(=O)(=O)C)NC1=CC=C(C=C1)CN(C)C (6-chloro-N-{4-[(dimethylamino)methyl]phenyl}-3-(methylsulfonyl)-1,5-naphthyridin-4-amine), ClC1=C(C(=CC(=C1)B1OC(C(O1)(C)C)(C)C)OC)O (2-chloro-6-methoxy-4-(4,4,5,5-tetramethyl-1,3,2-dioxaborolan-2-yl)phenol), C1(=C(C(=C(C(=C1F)F)F)N)F)N.Cl.Cl (dihydrochloride). Procedure details: Following general procedure II, 6-chloro-N-{4-[(dimethylamino)methyl]phenyl}-3-(methylsulfonyl)-1,5-naphthyridin-4-amine (50 mg, 0.14 mmol) was reacted with 2-chloro-6-methoxy-4-(4,4,5,5-tetramethyl-1,3,2-dioxaborolan-2-yl)phenol (60 mg, 0.21 mmol) followed by formation of the dihydrochloride salt to afford the desired product (44 mg, 54%) as an orange solid: 1H NMR (500 MHz, CD3OD) δ 9.11 (s, 1H), 8.50 (d, J=9.0 Hz, 1H), 8.36 (d, J=9.0 Hz, 1H), 7.62-7.50 (m, 4H), 7.34 (d, J=2.1 Hz, 1H), 6.68 (d... RXN SMILES: [Cl:1][C:2]1[N:3]=[C:4]2[C:9](=[CH:10][CH:11]=1)[N:8]=[CH:7][C:6]([S:12]([CH3:15])(=[O:14])=[O:13])=[C:5]2[NH:16][C:17]1[CH:22]=[CH:21][C:20]([CH2:23][N:24]([CH3:26])[CH3:25])=[CH:19][CH:18]=1.[Cl:27][C:28]1[CH:33]=[C:32](B2OC(C)(C)C(C)(C)O2)[CH:31]=[C:30]([O:43][CH3:44])[C:29]=1[OH:45].C1(N)C(F)=C(F)C(F)=C(N)C=1F.Cl.Cl>>[ClH:1].[ClH:27].[Cl:27][C:28]1[CH:33]=[C:32]([C:2]2[CH:11]=[CH:10][C:9]3[C:4](=[C:5]([NH:16][C:17]4[CH:22]=[CH:21][C:20]([CH2:23][N:24]([CH3:26])[CH3:25])=[CH:19][CH:18]=4)[C:6]([S:12]([CH3:15])(=[O:14])=[O:13])=[CH:7][N:8]=3)[N:3]=2)[CH:31]=[C:30]([O:43][CH3:44])[C:29]=1[OH:45] |f:2.3.4,5.6.7|. Reactants: [BH3-]C#N, CC(=O)O, Nc1nc[nH]n1, [Na+], O=C1CCOCC1, O. Product: c1nnc(NC2CCOCC2)[nH]1. Reaction SMILES: [C:14]([BH3-:15])#[N:16].[CH3:19][C:20](=[O:21])[OH:22].[NH2:1][c:2]1[n:3][cH:4][nH:5][n:6]1.[Na+:17].[O:7]1[CH2:8][CH2:9][C:10](=[O:13])[CH2:11][CH2:12]1.[OH2:18]>>[NH:1]([c:2]1[nH:3][cH:4][n:5][n:6]1)[CH:10]1[CH2:9][CH2:8][O:7][CH2:12][CH2:11]1. Reactants: OCP(OCC)(OCC)=O (diethyl hydroxymethylphosphonate), [H-].[Na+] (sodium hydride), BrCC1=NC(=CC(=C1)C)C (2-bromomethyl-4,6-dimethylpyridine). Run in C1(=CC=CC=C1)C (toluene). Yields the product C(C)OP(=O)(OCC)CC1=NC(=CC(=C1)C)C (2-diethylphosphonomethyl-4,6-dimethylpyridine). As a reaction SMILES: O[CH2:2][P:3](=[O:10])([O:7][CH2:8][CH3:9])[O:4][CH2:5][CH3:6].[H-].[Na+].Br[CH2:14][C:15]1[CH:20]=[C:19]([CH3:21])[CH:18]=[C:17](C)[N:16]=1>C1(C)C=CC=CC=1>[CH2:5]([O:4][P:3]([CH2:2][C:17]1[CH:18]=[C:19]([CH3:21])[CH:20]=[C:15]([CH3:14])[N:16]=1)([O:7][CH2:8][CH3:9])=[O:10])[CH3:6] |f:1.2|. Procedure: A solution of diethyl hydroxymethylphosphonate (1 mmole)in toluene was treated with sodium hydride (1.1 mmole) at 0° C., and after 15 min 2-bromomethyl-4,6-dimethylpyridine (1 mmole) was added. After 3 h the reaction mixture was subjected to extraction and chromatography to give 2-diethylphosphonomethyl-4,6-dimethylpyridine. Reactants: S(O)(O)(=O)=O (sulphuric acid), BrC1=C(C(=CC(=C1)Cl)CC)CC(Cl)(Cl)Br (1-bromo-2-(2′-bromo-2′,2′-dichloroethyl)-5-chloro-3-ethylbenzene), solution, C[O-].[Na+] (NaOMe), C(=O)(O)[O-].[Na+] (NaHCO3). The solvent is C(Cl)Cl (methylene chloride), CO (MeOH), CO (methanol), O (water). Product: BrC1=C(C(=CC(=C1)Cl)CC)CC(=O)OC (Methyl 2-bromo-4-chloro-6-ethylphenylacetate). Reaction SMILES: [Br:1][C:2]1[CH:7]=[C:6]([Cl:8])[CH:5]=[C:4]([CH2:9][CH3:10])[C:3]=1[CH2:11][C:12](Br)(Cl)Cl.C[O-:17].[Na+].S(=O)(=O)(O)O.[C:24]([O-])(O)=[O:25].[Na+]>CO.O.C(Cl)Cl>[Br:1][C:2]1[CH:7]=[C:6]([Cl:8])[CH:5]=[C:4]([CH2:9][CH3:10])[C:3]=1[CH2:11][C:12]([O:25][CH3:24])=[O:17] |f:1.2,4.5|. Procedure details: To a solution of 15.8 g [0.04 mol] of 1-bromo-2-(2′-bromo-2′,2′-dichloroethyl)-5-chloro-3-ethylbenzene in 35 ml of methanol is added dropwise, at 10-20° C., 43 g of a 30% solution of NaOMe in MeOH [0.24 mol]. The mixture is subsequently heated to reflux for 5 hours, then cooled to room temperature, 12.3 g of conc. sulphuric acid are added and the mixture is heated again to reflux for 2 hours. The reaction mixture is cooled to room temperature and then metered in portions into a suspension of 12.... Reactants: CCOP(=O)(C#N)OCC, C1CCOC1, Nc1nc2ccc(C(=O)c3ccccc3)cn2c1-c1ccccc1. Product: N#CC=C(c1ccccc1)c1ccc2nc(N)c(-c3ccccc3)n2c1. RXN SMILES: [CH2:25]([O:26][P:27](=[O:28])([O:29][CH2:30][CH3:31])[C:33]#[N:34])[CH3:32].[CH2:35]1[O:36][CH2:37][CH2:38][CH2:39]1.[NH2:1][c:2]1[n:3][c:4]2[n:5]([cH:6][c:7]([C:10]([c:11]3[cH:12][cH:13][cH:14][cH:15][cH:16]3)=[O:17])[cH:8][cH:9]2)[c:18]1-[c:19]1[cH:20][cH:21][cH:22][cH:23][cH:24]1>>[NH2:1][c:2]1[n:3][c:4]2[n:5]([cH:6][c:7]([C:10]([c:11]3[cH:12][cH:13][cH:14][cH:15][cH:16]3)=[CH:35][C:33]#[N:34])[cH:8][cH:9]2)[c:18]1-[c:19]1[cH:20][cH:21][cH:22][cH:23][cH:24]1.